This data is from the Open Reaction Database (ORD), a public repository of structured organic reaction records. The task is: describe an organic reaction: reactants, conditions, products, and yield Reactants: CC(=O)O[BH-](OC(C)=O)OC(C)=O, O=C([O-])O, COc1ccc2ncc(=O)n(CC=O)c2n1, CC(=O)O, ClC(Cl)Cl, ClCCl, CC(C)(C)OC(=O)NC1CCNCC1, [Na+], [Na+]. Product: COc1ccc2ncc(=O)n(CCN3CCC(NC(=O)OC(C)(C)C)CC3)c2n1. As a reaction SMILES: [C:31]([O:32][BH-:33]([O:34][C:35](=[O:36])[CH3:37])[O:38][C:39](=[O:40])[CH3:41])(=[O:42])[CH3:43].[C:45](=[O:46])([O-:47])[OH:48].[CH3:1][O:2][c:3]1[cH:4][cH:5][c:6]2[c:7]([n:8]([CH2:13][CH:14]=[O:15])[c:9](=[O:12])[cH:10][n:11]2)[n:16]1.[CH3:57][C:58](=[O:59])[OH:60].[CH:53]([Cl:54])([Cl:55])[Cl:56].[Cl:50][CH2:51][Cl:52].[NH:17]1[CH2:18][CH2:19][CH:20]([NH:23][C:24]([O:25][C:26]([CH3:27])([CH3:28])[CH3:29])=[O:30])[CH2:21][CH2:22]1.[Na+:44].[Na+:49]>>[CH3:1][O:2][c:3]1[cH:4][cH:5][c:6]2[c:7]([n:8]([CH2:13][CH2:14][N:17]3[CH2:18][CH2:19][CH:20]([NH:23][C:24]([O:25][C:26]([CH3:27])([CH3:28])[CH3:29])=[O:30])[CH2:21][CH2:22]3)[c:9](=[O:12])[cH:10][n:11]2)[n:16]1.